This data is from the Open Reaction Database (ORD), a public repository of structured organic reaction records. The task is: describe an organic reaction: reactants, conditions, products, and yield The reactants are BrC1=CC=CC(=N1)N (6-bromopyridin-2-amine), C(C1=CC=CC=C1)=O (benzaldehyde), Cl (hydrogen chloride), O1CCOCC1 (dioxane), B(C=1C=CC(=CC1)C)(O)O (p-tolylboronic acid), C([O-])([O-])=O.[Na+].[Na+] (sodium carbonate). The reagents and catalysts are C=1C=CC(=CC1)[P](C=2C=CC=CC2)(C=3C=CC=CC3)[Pd]([P](C=4C=CC=CC4)(C=5C=CC=CC5)C=6C=CC=CC6)([P](C=7C=CC=CC7)(C=8C=CC=CC8)C=9C=CC=CC9)[P](C=1C=CC=CC1)(C=1C=CC=CC1)C=1C=CC=CC1 (Tetrakis(triphenylphosphine)palladium). Run in C1(=CC=CC=C1)C (toluene), C1(=CC=CC=C1)C (toluene), O (water), O (water). Conditions: temperature 100 celsius, time 30 minute. Yields the product Cl.C1(=CC=C(C=C1)C1=CC=CC(=N1)N)C (6-p-tolylpyridin-2-amine hydrochloride). Yield: 88.4%. Reaction SMILES: Br[C:2]1[N:7]=[C:6]([NH2:8])[CH:5]=[CH:4][CH:3]=1.[CH:9](=O)[C:10]1[CH:15]=[CH:14][CH:13]=[CH:12][CH:11]=1.B(O)(O)C1C=CC(C)=CC=1.C(=O)([O-])[O-].[Na+].[Na+].[ClH:33].O1CCOCC1>C1(C)C=CC=CC=1.O.C1C=CC([P]([Pd]([P](C2C=CC=CC=2)(C2C=CC=CC=2)C2C=CC=CC=2)([P](C2C=CC=CC=2)(C2C=CC=CC=2)C2C=CC=CC=2)[P](C2C=CC=CC=2)(C2C=CC=CC=2)C2C=CC=CC=2)(C2C=CC=CC=2)C2C=CC=CC=2)=CC=1>[ClH:33].[C:10]1([CH3:9])[CH:15]=[CH:14][C:13]([C:2]2[N:7]=[C:6]([NH2:8])[CH:5]=[CH:4][CH:3]=2)=[CH:12][CH:11]=1 |f:3.4.5,11.12,^1:51,53,72,91|. Procedure details: To a solution of 6-bromopyridin-2-amine (0.500 g, 2.89 mmol) in toluene (10 ml) was added benzaldehyde (0.313 g, 2.95 mmol), and the reaction was stirred for 30 minutes. To this, p-tolylboronic acid (0.471 g, 3.47 mmol), sodium carbonate (0.368 g, 3.47 mmol), and water (10 ml) were added, and the reaction was degassed with argon. Tetrakis(triphenylphosphine)palladium (0.167 g, 0.144 mmol) was added, and the reaction was heated to 100° C. for 60 hours. The reaction was diluted with 10 ml of tolue... Reactants: C(#N)C1=CC=C(OC=2C=C(C(=O)O)C=C(C2)OC2=CC=C(C=C2)C#N)C=C1 (3,5-bis-(4-cyano-phenoxy)-benzoic acid), C(C(C)C)NCC(C)C (diisobutyl-amine). Yields the product C(#N)C1=CC=C(OC=2C=C(C(=O)N(CC(C)C)CC(C)C)C=C(C2)OC2=CC=C(C=C2)C#N)C=C1 (3,5-Bis-(4-cyano-phenoxy)-N,N-diisobutyl-benzamide). Isolated yield 70.7%. Reaction SMILES: [C:1]([C:3]1[CH:27]=[CH:26][C:6]([O:7][C:8]2[CH:9]=[C:10]([CH:14]=[C:15]([O:17][C:18]3[CH:23]=[CH:22][C:21]([C:24]#[N:25])=[CH:20][CH:19]=3)[CH:16]=2)[C:11]([OH:13])=O)=[CH:5][CH:4]=1)#[N:2].[CH2:28]([NH:32][CH2:33][CH:34]([CH3:36])[CH3:35])[CH:29]([CH3:31])[CH3:30]>>[C:1]([C:3]1[CH:27]=[CH:26][C:6]([O:7][C:8]2[CH:9]=[C:10]([CH:14]=[C:15]([O:17][C:18]3[CH:23]=[CH:22][C:21]([C:24]#[N:25])=[CH:20][CH:19]=3)[CH:16]=2)[C:11]([N:32]([CH2:33][CH:34]([CH3:36])[CH3:35])[CH2:28][CH:29]([CH3:31])[CH3:30])=[O:13])=[CH:5][CH:4]=1)#[N:2]. Procedure details: Following the procedure of Example 5(c) 3,5-bis-(4-cyano-phenoxy)-benzoic acid 0.8 g (2.24 mmol) and diisobutyl-amine (0.29 g, 2.24 mmol) were used to afford 0.74 g of the required product. 1H NMR (DMSO-d6): δ 0.72 (6H, d), 0.88 (6H, d), 1.82 (1H, m), 2.00 (1H, m), 3.06 (2H, d), 3.24 (2H, d), 6.98 (2H, d), 7.04 (1H, t), 7.22 (4H, d), 7.89 (4H, d). Starting materials: FC=1C=C(C2=C(CCO2)C1)C(CC(C=O)(C(F)(F)F)O)(C)C (4-(5-fluoro-2,3-dihydrobenzofuran-7-yl)-2-hydroxy-4-methyl-2-trifluoromethyl-pentanal), C(#N)[BH3-].[Na+] (sodium cyanoborohydride), NC1=C2C=CC(=NC2=CC=C1Cl)C (5-amino-6-chloro-2-methylquinoline), FC=1C=C(C2=C(CCO2)C1)C(CC(C=NC1=C2C=CC(=NC2=CC=C1Cl)C)(C(F)(F)F)O)(C)C (5-[4-(5-fluoro-2,3-dihydrobenzofuran-7-yl)-2-hydroxy-4-methyl-2-trifluoromethyl-pentylidenamino]-6-chloro-2-methylquinoline). Product: FC=1C=C(C2=C(CCO2)C1)C(CC(CNC1=C2C=CC(=NC2=CC=C1Cl)C)(C(F)(F)F)O)(C)C (5-[4-(5-Fluoro-2,3-dihydrobenzofuran-7-yl)-2-hydroxy-4-methyl-2-trifluoromethyl-pentylamino]-6-chloro-2-methylquinoline). As a reaction SMILES: FC1C=C(C(C)(C)CC(O)(C(F)(F)F)C=O)C2OCCC=2C=1.NC1C(Cl)=CC=C2C=1C=CC(C)=N2.[F:36][C:37]1[CH:38]=[C:39]([C:46]([CH3:69])([CH3:68])[CH2:47][C:48]([OH:67])([C:63]([F:66])([F:65])[F:64])[CH:49]=[N:50][C:51]2[C:60]([Cl:61])=[CH:59][CH:58]=[C:57]3[C:52]=2[CH:53]=[CH:54][C:55]([CH3:62])=[N:56]3)[C:40]2[O:44][CH2:43][CH2:42][C:41]=2[CH:45]=1.C([BH3-])#N.[Na+]>>[F:36][C:37]1[CH:38]=[C:39]([C:46]([CH3:69])([CH3:68])[CH2:47][C:48]([OH:67])([C:63]([F:66])([F:64])[F:65])[CH2:49][NH:50][C:51]2[C:60]([Cl:61])=[CH:59][CH:58]=[C:57]3[C:52]=2[CH:53]=[CH:54][C:55]([CH3:62])=[N:56]3)[C:40]2[O:44][CH2:43][CH2:42][C:41]=2[CH:45]=1 |f:3.4|. Procedure details: Analogously to Example 1, 4-(5-fluoro-2,3-dihydrobenzofuran-7-yl)-2-hydroxy-4-methyl-2-trifluoromethyl-pentanal is converted with 5-amino-6-chloro-2-methylquinoline into 5-[4-(5-fluoro-2,3-dihydrobenzofuran-7-yl)-2-hydroxy-4-methyl-2-trifluoromethyl-pentylidenamino]-6-chloro-2-methylquinoline, which is reduced with sodium cyanoborohydride to the product. Starting materials: C(C)(=O)OCCCCCOC=1C=C(C=O)C=CC1 (3-[[5-(acetyloxy)pentyl]oxy]benzaldehyde), C1(=CC=CC=C1)P(C1=CC=CC=C1)(C1=CC=CC=C1)=CC(=O)OC (methyl (triphenylphosphoranylidene)acetate). The product is COC(\C=C\C1=CC(=CC=C1)OCCCCCOC(C)=O)=O ((E)-3-[3-[[5-(Acetyloxy)pentyl]oxy]phenyl]-2-propenoic Acid Methyl Ester). Yield: 80.0%. As a reaction SMILES: [C:1]([O:4][CH2:5][CH2:6][CH2:7][CH2:8][CH2:9][O:10][C:11]1[CH:12]=[C:13]([CH:16]=[CH:17][CH:18]=1)[CH:14]=O)(=[O:3])[CH3:2].C1(P(=[CH:38][C:39]([O:41][CH3:42])=[O:40])(C2C=CC=CC=2)C2C=CC=CC=2)C=CC=CC=1>>[CH3:42][O:41][C:39](=[O:40])/[CH:38]=[CH:14]/[C:13]1[CH:16]=[CH:17][CH:18]=[C:11]([O:10][CH2:9][CH2:8][CH2:7][CH2:6][CH2:5][O:4][C:1](=[O:3])[CH3:2])[CH:12]=1. Procedure: Using the procedure of example 28, the title compound was prepared in 80% yield, from 2.6 g (10.4 mmol) of 3-[[5-(acetyloxy)pentyl]oxy]benzaldehyde and 4.0 g (12 mmol) of methyl (triphenylphosphoranylidene)acetate, as a colorless solid, mp 65°-67° C. Starting materials: CCCCCC(O)C(NC(C)=O)C(=O)O, CC(C)C[Al+]CC(C)C, CCCCCC(O)C(NC(C)=O)C(=O)OC, CO, [H-], CCCCCC(O)C(N)C(=O)O. Product: CCCCCC(O)C(C=O)NC(C)=O. Reaction SMILES: [C:13]([CH3:14])(=[O:15])[NH:16][CH:17]([C:18](=[O:19])[OH:20])[CH:21]([CH2:22][CH2:23][CH2:24][CH2:25][CH3:26])[OH:27].[CH2:45]([Al+:46][CH2:47][CH:48]([CH3:49])[CH3:50])[CH:51]([CH3:52])[CH3:53].[CH3:28][O:29][C:30](=[O:31])[CH:32]([NH:33][C:34](=[O:35])[CH3:36])[CH:37]([OH:38])[CH2:39][CH2:40][CH2:41][CH2:42][CH3:43].[CH3:54][OH:55].[H-:44].[NH2:1][CH:2]([CH:3]([OH:4])[CH2:5][CH2:6][CH2:7][CH2:8][CH3:9])[C:10]([OH:11])=[O:12]>>[C:13]([CH3:14])(=[O:15])[NH:16][CH:17]([CH:18]=[O:19])[CH:21]([CH2:22][CH2:23][CH2:24][CH2:25][CH3:26])[OH:27]. Reported procedure: A solution of diisopropylamine (9.1 ml) in THF (50 ml) was cooled to −30° C. and an n-butyllithium hexane solution (1.61 M, 37 ml) was added. The mixture was stirred for 30 min. After cooling the reaction mixture to −78° C., a solution of 4-methylnicotinonitrile (7.01 g) in THF (50 ml) was added dropwise and the mixture was stirred for 15 min. Methyl iodide (9.1 ml) was added and the mixture was heated to −40° C., and saturated aqueous ammonium chloride solution was added. The reaction mixture w... Starting materials: CC1=CC=NC=C1C#N (4-methylnicotinonitrile), CI (Methyl iodide), C(C)(C)NC(C)C (diisopropylamine), CCCCCC.C(CCC)[Li] (n-butyllithium hexane), [Cl-].[NH4+] (ammonium chloride). As a reaction SMILES: [CH:1](NC(C)C)(C)C.CCCCCC.C([Li])CCC.[CH3:19][C:20]1[C:25]([C:26]#[N:27])=[CH:24][N:23]=[CH:22][CH:21]=1.CI.[Cl-].[NH4+]>C1COCC1>[CH2:19]([C:20]1[C:25]([C:26]#[N:27])=[CH:24][N:23]=[CH:22][CH:21]=1)[CH3:1] |f:1.2,5.6|. Product: C(C)C1=CC=NC=C1C#N (4-ethylnicotinonitrile). The solvent is C1CCOC1 (THF), C1CCOC1 (THF). Reaction conditions: temperature -78 celsius, time 30 minute.